This data is from the Open Reaction Database (ORD), a public repository of structured organic reaction records. The task is: describe an organic reaction: reactants, conditions, products, and yield The reactants are C(C)OC(C[C@H]([C@@H]([C@@H](CCC)C)C)NC(C)=O)=O ((3R,4R,5R)-3-acetylamino-4,5-dimethyl-octanoic acid ethyl ester), Cl (HCl). Run at time 16 hour. The product is Cl.N[C@H](CC(=O)O)[C@@H]([C@@H](CCC)C)C ((3R,4R,5R)-3-Amino-4,5-dimethyl-octanoic acid hydrochloride). Isolated yield 67.0%. RXN SMILES: C([O:3][C:4](=[O:18])[CH2:5][C@@H:6]([NH:14]C(=O)C)[C@H:7]([CH3:13])[C@H:8]([CH3:12])[CH2:9][CH2:10][CH3:11])C.[ClH:19]>>[ClH:19].[NH2:14][C@@H:6]([C@H:7]([CH3:13])[C@H:8]([CH3:12])[CH2:9][CH2:10][CH3:11])[CH2:5][C:4]([OH:18])=[O:3] |f:2.3|. Procedure details: Under nitrogen, 167 g of crude (3R,4R,5R)-3-acetylamino-4,5-dimethyl-octanoic acid ethyl ester was diluted 1100 mL of 6N HCl, stirred at room temperature for 16 hours, and then heated to reflux for another 24 hours. The reaction mixture was concentrated and recharged with 500 mL of isopropyl alcohol (IPA), which was subsequently removed. Acetonitrile (500 mL) was added to the crude white HCl salt and the mixture stirred at 20° C. to 25° C. for 1 hour. The resulting slurry was filtered, and the s... RXN SMILES: [CH3:1][S:2]([OH:5])(=[O:4])=[O:3].COS([O-])(=O)=O.[CH2:12]([N+:30]([CH2:33][CH2:34][CH2:35][CH2:36][CH2:37][CH2:38][CH2:39][CH2:40][CH2:41][CH2:42][CH2:43][CH2:44][CH2:45][CH2:46][CH2:47][CH2:48][CH2:49][CH3:50])([CH3:32])[CH3:31])[CH2:13][CH2:14][CH2:15][CH2:16][CH2:17][CH2:18][CH2:19][CH2:20][CH2:21][CH2:22][CH2:23][CH2:24][CH2:25][CH2:26][CH2:27][CH2:28][CH3:29].CC(C1SC(C2C=CN=C(N)N=2)=C(C2C=CC=C(NS(C3C(F)=CC=CC=3F)(=O)=O)C=2F)N=1)(C)C.CS(O)(=O)=O>O>[CH3:1][S:2]([O-:5])(=[O:4])=[O:3].[CH2:33]([N+:30]([CH2:12][CH2:13][CH2:14][CH2:15][CH2:16][CH2:17][CH2:18][CH2:19][CH2:20][CH2:21][CH2:22][CH2:23][CH2:24][CH2:25][CH2:26][CH2:27][CH2:28][CH3:29])([CH3:32])[CH3:31])[CH2:34][CH2:35][CH2:36][CH2:37][CH2:38][CH2:39][CH2:40][CH2:41][CH2:42][CH2:43][CH2:44][CH2:45][CH2:46][CH2:47][CH2:48][CH2:49][CH3:50] |f:1.2,3.4,6.7|. The reactants are CC(C)(C)C1=NC(=C(S1)C=2C=CN=C(N2)N)C=3C=CC=C(C3F)NS(=O)(=O)C=4C(=CC=CC4F)F.CS(=O)(=O)O (methane sulfonate salt), CS(=O)(=O)O (methane sulfonic acid), CS(=O)(=O)O (CH3SO3H), COS(=O)(=O)[O-].C(CCCCCCCCCCCCCCCCC)[N+](C)(C)CCCCCCCCCCCCCCCCCC (distearyl dimethyl ammonium methyl sulfate). Product: CS(=O)(=O)[O-].C(CCCCCCCCCCCCCCCCC)[N+](C)(C)CCCCCCCCCCCCCCCCCC (Distearyl Dimethyl Ammonium Methyl Sulfonate). Run at time 4 hour. Reported procedure: To 500 milliliters of water was added 54 milliliters (80 grams, 0.83 mol, 3.7 eq.) of methane sulfonic acid, CH3SO3H (available from Aldrich Chemical Compoany or Eastman Kodak Company). This solution, when cooled to room temperature, was added to a suspension of distearyl dimethyl ammonium methyl sulfate (DDAMS) (150.0 grams, 0.227 mol) suspended in 600 milliliters of water. The mixture was heated (70° to 80° C.) on a hot plate with stirring for 4 hours, cooled to room temperature and allowed to... Solvent: O (water), O (water). Starting materials: C(C(=O)Cl)(=O)Cl (oxalyl chloride), C(C)(C)(C)NC(=O)C1=C(C=CC=C1)C1=CC=C(C=C1)CN1C(=NC(=C1C(=O)OCC)C(C)(C)O)CCC (ethyl 1-{4-[2-(t-butylaminocarbonyl)phenyl]phenyl}methyl-4-(1-hydroxy-1-methylethyl)-2-propylimidazole-5-carboxylate). The solvent is C(Cl)Cl (methylene chloride), C(O)([O-])=O.[Na+] (sodium hydrogencarbonate), C(C)(=O)OCC (ethyl acetate). Reaction conditions: time 2 hour. The product is C(#N)C1=C(C=CC=C1)C1=CC=C(C=C1)CN1C(=NC(=C1C(=O)OCC)C(C)(C)O)CCC (Ethyl 1-(2'-cyanobiphenyl-4-yl)methyl-4-(1-hydroxy-1-methylethyl)-2-propylimidazole-5-carboxylate). The yield is 80.9%. As a reaction SMILES: C(Cl)(=O)C(Cl)=O.C([NH:11][C:12]([C:14]1[CH:19]=[CH:18][CH:17]=[CH:16][C:15]=1[C:20]1[CH:25]=[CH:24][C:23]([CH2:26][N:27]2[C:31]([C:32]([O:34][CH2:35][CH3:36])=[O:33])=[C:30]([C:37]([OH:40])([CH3:39])[CH3:38])[N:29]=[C:28]2[CH2:41][CH2:42][CH3:43])=[CH:22][CH:21]=1)=O)(C)(C)C>C(Cl)Cl.C(=O)([O-])O.[Na+].C(OCC)(=O)C>[C:12]([C:14]1[CH:19]=[CH:18][CH:17]=[CH:16][C:15]=1[C:20]1[CH:25]=[CH:24][C:23]([CH2:26][N:27]2[C:31]([C:32]([O:34][CH2:35][CH3:36])=[O:33])=[C:30]([C:37]([OH:40])([CH3:38])[CH3:39])[N:29]=[C:28]2[CH2:41][CH2:42][CH3:43])=[CH:22][CH:21]=1)#[N:11] |f:3.4|. Procedure: 0.345 ml of oxalyl chloride was added dropwise, whilst ice-cooling, to a solution of 1.00 g of ethyl 1-{4-[2-(t-butylaminocarbonyl)phenyl]phenyl}methyl-4-(1-hydroxy-1-methylethyl)-2-propylimidazole-5-carboxylate [prepared as described in step (a) above] in 10 ml of methylene chloride, and the mixture was stirred at the same temperature for 2 hours. At the end of this time, the reaction mixture was diluted with an aqueous solution of sodium hydrogencarbonate and ethyl acetate, and the ethyl aceta... Reactants: C1CCOC1, [H][H], O=C1N=c2c([N+](=O)[O-])cccc2=C1c1ccccc1. Product: Nc1cccc2c1=NC(=O)C=2c1ccccc1. Reaction SMILES: [CH2:22]1[O:23][CH2:24][CH2:25][CH2:26]1.[H:20][H:21].[O:1]=[C:2]1[N:3]=[c:4]2[c:5]([N+:17]([O-:18])=[O:19])[cH:6][cH:7][cH:8][c:9]2=[C:10]1[c:11]1[cH:12][cH:13][cH:14][cH:15][cH:16]1>>[O:1]=[C:2]1[N:3]=[c:4]2[c:5]([NH2:17])[cH:6][cH:7][cH:8][c:9]2=[C:10]1[c:11]1[cH:12][cH:13][cH:14][cH:15][cH:16]1. Starting materials: ClC1=NC2=CC=C(C=C2N=C1Cl)[N+](=O)[O-] (2,3-dichloro-6-nitroquinoxaline), ClC1=NC2=CC=C(C=C2N=C1Cl)C(C1=CC=CC=C1)=O (2,3-dichloro-6-benzoylquinoxaline), [K]SC(S[K])=C(C#N)C#N (di(potassiomercapto)methylenemalononitrile). The product is C(C1=CC=CC=C1)(=O)C=1C=C2N=C3C(=NC2=CC1)SC(S3)=C(C#N)C#N (6-Benzoyl-1,3-dithiolo-(4,5-b)-quinoxaline-2-ylidene-propanedinitrile). Yield: 54.0%. As a reaction SMILES: ClC1C(Cl)=NC2C(=CC=C([N+]([O-])=O)C=2)N=1.Cl[C:17]1[C:26](Cl)=[N:25][C:24]2[C:19](=[CH:20][CH:21]=[C:22]([C:28](=[O:35])[C:29]3[CH:34]=[CH:33][CH:32]=[CH:31][CH:30]=3)[CH:23]=2)[N:18]=1.[K][S:37][C:38](=[C:41]([C:44]#[N:45])[C:42]#[N:43])[S:39][K]>>[C:28]([C:22]1[CH:23]=[C:24]2[C:19](=[CH:20][CH:21]=1)[N:18]=[C:17]1[S:37][C:38](=[C:41]([C:44]#[N:45])[C:42]#[N:43])[S:39][C:26]1=[N:25]2)(=[O:35])[C:29]1[CH:34]=[CH:33][CH:32]=[CH:31][CH:30]=1. Reported procedure: The process of Example 13 is followed except that the 2,3-dichloro-6-nitroquinoxaline is replaced by 1.5 g of 2,3-dichloro-6-benzoylquinoxaline and 1.2 g of the di(potassiomercapto)methylenemalononitrile is used. The recovered material is a reddish brown powder weighing 1.0 g with a calculated overall yield of 54 percent. The reactants are CC(C)CC(N)C(=O)O, NC=O. Yields the product CC(C)CC(NC=O)C(=O)O. As a reaction SMILES: [CH3:1][CH:2]([CH3:3])[CH2:4][CH:5]([NH2:6])[C:7]([OH:8])=[O:9].[CH:10](=[O:11])[NH2:12]>>[CH3:1][CH:2]([CH3:3])[CH2:4][CH:5]([NH:6][CH:10]=[O:11])[C:7]([OH:8])=[O:9]. The reactants are 3A, C1(C=2C(C(=O)O1)=CC=CC2)=O (phthalic anhydride), C(C=C)N (allylamine), C1(C=2C(C(=O)O1)=CC=CC2)=O (phthalic anhydride). The solvent is CN(C)C=O (DMF). Reaction conditions: time 5 minute. The product is C(C=C)N1C(C=2C(C1=O)=CC=CC2)=O (N-allylphthalimide). Yield: 98.8%. As a reaction SMILES: [C:1]1(=[O:11])[O:6][C:4](=O)[C:3]2=[CH:7][CH:8]=[CH:9][CH:10]=[C:2]12.[CH2:12]([NH2:15])[CH:13]=[CH2:14]>CN(C=O)C>[CH2:12]([N:15]1[C:1](=[O:11])[C:2]2=[CH:10][CH:9]=[CH:8][CH:7]=[C:3]2[C:4]1=[O:6])[CH:13]=[CH2:14]. Reported procedure: A 500 mL round-bottom flask was charged with phthalic anhydride (22.2 g, 150 mmol) and anhydrous DMF (150 mL) and stirred at room temperature for 5 min to dissolve the phthalic anhydride. To the solution was slowly added allylamine (11.26 mL, 150 mmol) followed by 20 g of 3A molecular sieves. The resulting mixture was stirred at room temperature 10 minutes and then heated under nitrogen at 80° C. for 16 hrs. The reaction mixture was cooled to room temperature and filtered. To the mother liquor w... The product is COC(=O)c1ccc2c(c1)OCCC2NC1CCC(C(C)(C)C)CC1. Starting materials: [BH4-], CC(C)(C)C1CCC(N)CC1, CCO, CC(C)[O-], CC(C)[O-], CC(C)[O-], CC(C)[O-], [Na+], COC(=O)c1ccc2c(c1)OCCC2=O, [Ti+4]. Reaction SMILES: [BH4-:27].[C:16]([CH3:17])([CH3:18])([CH3:19])[CH:20]1[CH2:21][CH2:22][CH:23]([NH2:26])[CH2:24][CH2:25]1.[CH3:29][CH2:30][OH:31].[CH3:32][CH:33]([CH3:34])[O-:35].[CH3:37][CH:38]([CH3:39])[O-:40].[CH3:41][CH:42]([CH3:43])[O-:44].[CH3:45][CH:46]([CH3:47])[O-:48].[Na+:28].[O:1]=[C:2]1[CH2:3][CH2:4][O:5][c:6]2[cH:7][c:8]([C:12](=[O:13])[O:14][CH3:15])[cH:9][cH:10][c:11]21.[Ti+4:36]>>[CH:2]1([NH:26][CH:23]2[CH2:22][CH2:21][CH:20]([C:16]([CH3:17])([CH3:18])[CH3:19])[CH2:25][CH2:24]2)[CH2:3][CH2:4][O:5][c:6]2[cH:7][c:8]([C:12](=[O:13])[O:14][CH3:15])[cH:9][cH:10][c:11]21.